Dataset: the Open Reaction Database (ORD), a public repository of structured organic reaction records. Task: describe an organic reaction: reactants, conditions, products, and yield Starting materials: B(Br)(Br)Br (Boron tribromide), NC1=NC=2C=CC=CC2C2=C1N=C(N2CCCCNC(=O)C2CCCC2)COCC (N-{4-[4-amino-2-(ethoxymethyl)-1H-imidazo[4,5-c]quinolin-1-yl]butyl}cyclopentanecarboxamide), B(Br)(Br)Br (boron tribromide). The solvent is ClCCl (dichloromethane). Conditions: time 6 day. Product: NC1=NC=2C=CC=CC2C2=C1N=C(N2CCCCNC(=O)C2CCCC2)CO (N-{4-[4-amino-2-(hydroxymethyl)-1H-imidazo[4,5-c]quinolin-1-yl]butyl}cyclopentanecarboxamide). Isolated yield 21.7%. As a reaction SMILES: B(Br)(Br)Br.[NH2:5][C:6]1[C:15]2[N:16]=[C:17]([CH2:31][O:32]CC)[N:18]([CH2:19][CH2:20][CH2:21][CH2:22][NH:23][C:24]([CH:26]3[CH2:30][CH2:29][CH2:28][CH2:27]3)=[O:25])[C:14]=2[C:13]2[CH:12]=[CH:11][CH:10]=[CH:9][C:8]=2[N:7]=1>ClCCl>[NH2:5][C:6]1[C:15]2[N:16]=[C:17]([CH2:31][OH:32])[N:18]([CH2:19][CH2:20][CH2:21][CH2:22][NH:23][C:24]([CH:26]3[CH2:30][CH2:29][CH2:28][CH2:27]3)=[O:25])[C:14]=2[C:13]2[CH:12]=[CH:11][CH:10]=[CH:9][C:8]=2[N:7]=1. Reported procedure: Boron tribromide (2.5 equivalents, 14.6 mL of 1 M solution in dichloromethane) was added dropwise to a cooled (ice bath) suspension of N-{4-[4-amino-2-(ethoxymethyl)-1H-imidazo[4,5-c]quinolin-1-yl]butyl}cyclopentanecarboxamide (2.4 g, 5.8 mmol) in dichloromethane (25 mL). The reaction mixture was allowed to slowly warm to ambient temperature and then stirred for 6 days. Additional boron tribromide (5 equivalents, 29 mmol, 29 mL) was added and the reaction was stirred at ambient until starting ma... The reactants are crude product, Cl.C[C@H]1[C@H](CNCC1)C1=NC=C2N1C1=C(N=C2)NC=C1 (1-((3R,4R)-4-methylpiperidin-3-yl)-6H-imidazo[1,5-a]pyrrolo[2,3-e]pyrazine hydrochloride), TEA, N1(CCCCC1)C(=O)Cl (piperidine-1-carbonyl chloride). Run in C(Cl)Cl (DCM), C1CCOC1 (THF). Conditions: time 5 minute. Product: C1(=NC=C2N1C1=C(N=C2)NC=C1)[C@H]1CN(CC[C@H]1C)C(=O)N1CCCCC1 (((3R,4R)-3-(6H-imidazo[1,5-a]pyrrolo[2,3-e]pyrazin-1-yl)-4-methylpiperidin-1-yl)(piperidin-1-yl)methanone). Yield: 37.8%. Reaction SMILES: Cl.[CH3:2][C@@H:3]1[CH2:8][CH2:7][NH:6][CH2:5][C@@H:4]1[C:9]1[N:13]2[C:14]3[CH:20]=[CH:19][NH:18][C:15]=3[N:16]=[CH:17][C:12]2=[CH:11][N:10]=1.[N:21]1([C:27](Cl)=[O:28])[CH2:26][CH2:25][CH2:24][CH2:23][CH2:22]1>C1COCC1.C(Cl)Cl>[C:9]1([C@@H:4]2[C@H:3]([CH3:2])[CH2:8][CH2:7][N:6]([C:27]([N:21]3[CH2:26][CH2:25][CH2:24][CH2:23][CH2:22]3)=[O:28])[CH2:5]2)[N:13]2[C:14]3[CH:20]=[CH:19][NH:18][C:15]=3[N:16]=[CH:17][C:12]2=[CH:11][N:10]=1 |f:0.1|. Reported procedure: A round bottom flask was charged with 1-((3R,4R)-4-methylpiperidin-3-yl)-6H-imidazo[1,5-a]pyrrolo[2,3-e]pyrazine hydrochloride (0.050 g, 0.17 mmol, Example #5, Step J), TEA (0.10 mL, 0.69 mmol) in THF (1.6 mL). The reaction mixture was stirred for about 5 min at ambient temperature and then piperidine-1-carbonyl chloride (0.019 g, 0.13 mmol) was added. The reaction was heated at about 45° C. for about 18 h, cooled to ambient temperature, and concd under reduced pressure. The crude product was di... Reactants: CC(=O)NCC(=O)O, CN(C(=O)c1cc(C(F)(F)F)cc(C(F)(F)F)c1)C1CCNCC1c1ccc(Cl)c(Cl)c1, Cl. The product is CC(=O)NCC(=O)N1CCC(N(C)C(=O)c2cc(C(F)(F)F)cc(C(F)(F)F)c2)C(c2ccc(Cl)c(Cl)c2)C1. As a reaction SMILES: [CH3:34][C:35](=[O:36])[NH:37][CH2:38][C:39]([OH:40])=[O:41].[Cl:2][c:3]1[cH:4][c:5]([CH:10]2[CH2:11][NH:12][CH2:13][CH2:14][CH:15]2[N:16]([C:17]([c:18]2[cH:19][c:20]([C:28]([F:29])([F:30])[F:31])[cH:21][c:22]([C:24]([F:25])([F:26])[F:27])[cH:23]2)=[O:32])[CH3:33])[cH:6][cH:7][c:8]1[Cl:9].[ClH:1]>>[Cl:2][c:3]1[cH:4][c:5]([CH:10]2[CH2:11][N:12]([C:39]([CH2:38][NH:37][C:35]([CH3:34])=[O:36])=[O:40])[CH2:13][CH2:14][CH:15]2[N:16]([C:17]([c:18]2[cH:19][c:20]([C:28]([F:29])([F:30])[F:31])[cH:21][c:22]([C:24]([F:25])([F:26])[F:27])[cH:23]2)=[O:32])[CH3:33])[cH:6][cH:7][c:8]1[Cl:9].